This data is from the Open Reaction Database (ORD), a public repository of structured organic reaction records. The task is: describe an organic reaction: reactants, conditions, products, and yield Starting materials: C(#N)C=1C=CC(=C2C=NC=NC12)NC1CN(CC1C1=CC=C(C=C1)OC(F)(F)F)C(=O)OC(C)(C)C (Tert-butyl 3-(8-Cyano-quinazolin-5-ylamino)-4-(4-trifluoromethoxy-phenyl)-pyrrolidine-1-carboxylate), [OH-].[Na+] (NaOH), OO (H2O2). Run in CS(=O)C (DMSO). Yields the product FC(OC1=CC=C(C=C1)C1C(CNC1)NC1=C2C=NC=NC2=C(C=C1)C(=O)N)(F)F (5-((4-(4-(trifluoromethoxy)phenyl)pyrrolidin-3-yl)amino)quinazoline-8-carboxamide). Isolated yield 69.5%. Reaction SMILES: [C:1]([C:3]1[CH:4]=[CH:5][C:6]([NH:13][CH:14]2[CH:18]([C:19]3[CH:24]=[CH:23][C:22]([O:25][C:26]([F:29])([F:28])[F:27])=[CH:21][CH:20]=3)[CH2:17][N:16](C(OC(C)(C)C)=O)[CH2:15]2)=[C:7]2[C:12]=1[N:11]=[CH:10][N:9]=[CH:8]2)#[N:2].[OH-:37].[Na+].OO>CS(C)=O>[F:27][C:26]([F:29])([F:28])[O:25][C:22]1[CH:21]=[CH:20][C:19]([CH:18]2[CH2:17][NH:16][CH2:15][CH:14]2[NH:13][C:6]2[CH:5]=[CH:4][C:3]([C:1]([NH2:2])=[O:37])=[C:12]3[C:7]=2[CH:8]=[N:9][CH:10]=[N:11]3)=[CH:24][CH:23]=1 |f:1.2|. Procedure: Tert-butyl 3-(8-Cyano-quinazolin-5-ylamino)-4-(4-trifluoromethoxy-phenyl)-pyrrolidine-1-carboxylate (100.00 mg; 0.20 mmol; 1.00 eq.) was stirred with aqueous 2.0M NaOH (1 ml; 2.00 mmol; 10.00 eq.) and aqueous 35% H2O2 (0.19 ml; 2.00 mmol; 10.00 eq.) in DMSO (8 ml) at 40° C. overnight. The crude was purified by pre-HPLC to yield the title compound (58 mg, 56.0%).